Dataset: the Open Reaction Database (ORD), a public repository of structured organic reaction records. Task: describe an organic reaction: reactants, conditions, products, and yield Starting materials: [OH-].[NH4+] (Ammonium hydroxide), aqueous solution, NC(C(=O)O)(C)C (aminoisobutyric acid), BrC(C(=O)Cl)C1=CC=CC=C1 (a-bromophenylacetyl chloride). The solvent is C(C)#N (acetonitrile). Run at time 8 hour. Product: BrC(C(=O)NC(C(=O)O)(C)C)C1=CC=CC=C1 (2-(α-bromophenylacetylamino)isobutyric acid). Isolated yield 55.6%. Reaction SMILES: [OH-].[NH4+].[NH2:3][C:4]([CH3:9])([CH3:8])[C:5]([OH:7])=[O:6].[Br:10][CH:11]([C:15]1[CH:20]=[CH:19][CH:18]=[CH:17][CH:16]=1)[C:12](Cl)=[O:13]>C(#N)C>[Br:10][CH:11]([C:15]1[CH:20]=[CH:19][CH:18]=[CH:17][CH:16]=1)[C:12]([NH:3][C:4]([CH3:9])([CH3:8])[C:5]([OH:7])=[O:6])=[O:13] |f:0.1|. Reported procedure: Ammonium hydroxide (1.6 g) aqueous solution (40 mL) was added to aminoisobutyric acid (2.1 g). The solution was cooled to 0° C., to which a solution of a-bromophenylacetyl chloride (6 g) in acetonitrile (5 mL) was slowly added dropwise. After the addition was completed, the mixture was warmed to room temperature and stirred overnight. The precipitate was filtered off and washed with water to give 3.4 g of 2-(α-bromophenylacetylamino)isobutyric acid. The reactants are CNC, CCO, COC(=O)C(OC)c1ccccn1. Product: COC(C(=O)N(C)C)c1ccccn1. RXN SMILES: [CH3:14][NH:15][CH3:16].[CH3:17][CH2:18][OH:19].[CH3:1][O:2][CH:3]([C:4](=[O:5])[O:6][CH3:7])[c:8]1[n:9][cH:10][cH:11][cH:12][cH:13]1>>[CH3:1][O:2][CH:3]([C:4](=[O:5])[N:15]([CH3:14])[CH3:16])[c:8]1[n:9][cH:10][cH:11][cH:12][cH:13]1. Yield: 35.2%. Starting materials: C1(=CC=CC=C1)S(=O)(=O)N1C=C(C=2C1=NC=C(C2)SCCCC)C=2C=NNC2 (1-Benzenesulfonyl-5-butylsulfanyl-3-(1H-pyrazol-4-yl)-1H-pyrrolo[2,3-b]pyridine), [OH-].[Na+] (NaOH). The product is C(CCC)SC=1C=C2C(=NC1)NC=C2C=2C=NNC2 (5-Butylsulfanyl-3-(1H-pyrazol-4-yl)-1H-pyrrolo[2,3-b]pyridine). Run in C(C)O (ethanol). RXN SMILES: C1(S([N:10]2[C:14]3=[N:15][CH:16]=[C:17]([S:19][CH2:20][CH2:21][CH2:22][CH3:23])[CH:18]=[C:13]3[C:12]([C:24]3[CH:25]=[N:26][NH:27][CH:28]=3)=[CH:11]2)(=O)=O)C=CC=CC=1.[OH-].[Na+]>C(O)C>[CH2:20]([S:19][C:17]1[CH:18]=[C:13]2[C:12]([C:24]3[CH:25]=[N:26][NH:27][CH:28]=3)=[CH:11][NH:10][C:14]2=[N:15][CH:16]=1)[CH2:21][CH2:22][CH3:23] |f:1.2|. Procedure: Inhibitor 17 was synthesized following the method described for preparation of 8 using 16 (0.50 g, 1.21 mmol), ethanol (23 mL), 10% aq. NaOH (11.2 mL). Reaction time: 1 h at 90° C. Purification by SGC using CH2Cl2:MeOH (gradient elution up to 97:3, v/v) gave 17 as an orange foam (116 mg, 35%); 1H NMR (400 MHz, CDCl3) δ 0.87 (t, J=7.3 Hz, 3H), 1.39 (sextet, J=7.4 Hz, 2H), 1.55 (quintet, J=7.4 Hz, 2H), 2.84 (t, J=7.4 Hz, 2H), 7.42 (s, 1H), 7.83 (s, 2H), 8.19 (d, J=2.0 Hz, 1H), 8.36 (dd, J=2.0, 0.3... Reactants: OC1=CC(=C(C(=O)OC)C=C1)OC (methyl 4-hydroxy-2-methoxybenzoate), C1(=CC=CC=C1)P(C1=CC=CC=C1)C1=CC=CC=C1 (triphenylphosphine), O1CCC(CC1)O (tetrahydro-4H-pyran-4-ol), N(=NC(=O)OCC)C(=O)OCC (diethyl azodicarboxylate). The solvent is C1CCOC1 (THF), C1CCOC1 (THF). Run at temperature 0 celsius. Product: O1CCC(CC1)C(=O)OC1=CC(=C(C(=O)OC)C=C1)OC (methyl 4-(4-tetra-hydropyranoyloxy)-2-methoxy-benzoate). Reaction SMILES: [OH:1][C:2]1[CH:11]=[CH:10][C:5]([C:6]([O:8][CH3:9])=[O:7])=[C:4]([O:12][CH3:13])[CH:3]=1.C1(P(C2C=CC=CC=2)C2C=CC=CC=2)C=CC=CC=1.[O:33]1[CH2:38][CH2:37][CH:36](O)[CH2:35][CH2:34]1.N(C(OCC)=O)=N[C:42](OCC)=[O:43]>C1COCC1>[O:33]1[CH2:38][CH2:37][CH:36]([C:42]([O:1][C:2]2[CH:11]=[CH:10][C:5]([C:6]([O:8][CH3:9])=[O:7])=[C:4]([O:12][CH3:13])[CH:3]=2)=[O:43])[CH2:35][CH2:34]1. Procedure: To a stirred solution of methyl 4-hydroxy-2-methoxybenzoate (713 mg, 3.92 mmol) in dry THF (7.5 mL) was added triphenylphosphine (1.42 g, 5.4 mmol) and the solution was cooled to 0° C. A 2.5 mL volume of tetrahydro-4H-pyran-4-ol (466 mL, 4.90 mmol) and diethyl azodicarboxylate (850 μL, 5.4 mmol) in THF was added dropwise via addition funnel over 0.5 h. The reaction was filtered and the solvent was removed under reduced pressure. The residue was chromatographed on a silica gel column packed in 60...